Dataset: the Open Reaction Database (ORD), a public repository of structured organic reaction records. Task: describe an organic reaction: reactants, conditions, products, and yield Reactants: NC=1SC=C(N1)/C(/C(=O)O)=N/OC(C1=CC(=C(C=C1)OC(C)=O)OC(C)=O)C(=O)OC(C1=CC=CC=C1)C1=CC=CC=C1 (2-(2-amino-4-thiazolyl)-2-[Z-[diphenylmethyloxycarbonyl(3,4-diacetoxyphenyl)-methyl]oxyimino]acetic acid), C1(=CC=CC=C1)C(C1=CC=CC=C1)OC(=O)C=1N2C([C@H]([C@H]2SCC1CSC1=CC(=NC=2N1N=C(N2)C(=O)OC(C2=CC=CC=C2)C2=CC=CC=C2)C)N)=O ((6R,7R)-7-amino-3-[(2- diphenylmethyloxycarbonyl-5-methyl-s-triazolo[1,5-a]- pyrimidin-7-yl)thiomethyl]-8-oxo-5-thia-1-azabicyclo[4.2.0]oct-2-ene-2-carboxylic acid diphenylmethyl ester), ice, C1(CCCCC1)N=C=NC1CCCCC1 (dicyclohexylcarbodiimide). The solvent is ClCCl (dichloromethane). Product: C1(=CC=CC=C1)C(C1=CC=CC=C1)OC(=O)C=1N2C([C@H]([C@H]2SCC1CSC1=CC(=NC=2N1N=C(N2)C(=O)OC(C2=CC=CC=C2)C2=CC=CC=C2)C)NC(\C(=N/OC(C2=CC(=C(C=C2)OC(C)=O)OC(C)=O)C(=O)OC(C2=CC=CC=C2)C2=CC=CC=C2)\C=2N=C(SC2)N)=O)=O ((6R,7R)-7-[2-(2-amino-4-thiazolyl)-2-[Z-[diphenylmethyloxycarbonyl(3,4-diacetoxyphenyl)methyl]oxyimino]acetamido]-3-[(2-diphenylmethyloxycarbonyl-5-methyl-s-triazolo-[1,5-a]pyrimidin-7-yl)thiomethyl]-8-oxo-5-thia-1-azabicyclo[4.2.0]oct-2-ene-2-carboxylic acid diphenylmethyl ester). Isolated yield 72.1%. RXN SMILES: [NH2:1][C:2]1[S:3][CH:4]=[C:5](/[C:7](=[N:11]/[O:12][CH:13]([C:28]([O:30][CH:31]([C:38]2[CH:43]=[CH:42][CH:41]=[CH:40][CH:39]=2)[C:32]2[CH:37]=[CH:36][CH:35]=[CH:34][CH:33]=2)=[O:29])[C:14]2[CH:19]=[CH:18][C:17]([O:20][C:21](=[O:23])[CH3:22])=[C:16]([O:24][C:25](=[O:27])[CH3:26])[CH:15]=2)/[C:8](O)=[O:9])[N:6]=1.[C:44]1([CH:50]([O:57][C:58]([C:60]2[N:61]3[C@H:64]([S:65][CH2:66][C:67]=2[CH2:68][S:69][C:70]2[N:75]4[N:76]=[C:77]([C:79]([O:81][CH:82]([C:89]5[CH:94]=[CH:93][CH:92]=[CH:91][CH:90]=5)[C:83]5[CH:88]=[CH:87][CH:86]=[CH:85][CH:84]=5)=[O:80])[N:78]=[C:74]4[N:73]=[C:72]([CH3:95])[CH:71]=2)[C@H:63]([NH2:96])[C:62]3=[O:97])=[O:59])[C:51]2[CH:56]=[CH:55][CH:54]=[CH:53][CH:52]=2)[CH:49]=[CH:48][CH:47]=[CH:46][CH:45]=1.C1(N=C=NC2CCCCC2)CCCCC1>ClCCl>[C:44]1([CH:50]([O:57][C:58]([C:60]2[N:61]3[C@H:64]([S:65][CH2:66][C:67]=2[CH2:68][S:69][C:70]2[N:75]4[N:76]=[C:77]([C:79]([O:81][CH:82]([C:89]5[CH:90]=[CH:91][CH:92]=[CH:93][CH:94]=5)[C:83]5[CH:84]=[CH:85][CH:86]=[CH:87][CH:88]=5)=[O:80])[N:78]=[C:74]4[N:73]=[C:72]([CH3:95])[CH:71]=2)[C@H:63]([NH:96][C:8](=[O:9])/[C:7](/[C:5]2[N:6]=[C:2]([NH2:1])[S:3][CH:4]=2)=[N:11]\[O:12][CH:13]([C:28]([O:30][CH:31]([C:32]2[CH:37]=[CH:36][CH:35]=[CH:34][CH:33]=2)[C:38]2[CH:43]=[CH:42][CH:41]=[CH:40][CH:39]=2)=[O:29])[C:14]2[CH:19]=[CH:18][C:17]([O:20][C:21](=[O:23])[CH3:22])=[C:16]([O:24][C:25](=[O:27])[CH3:26])[CH:15]=2)[C:62]3=[O:97])=[O:59])[C:51]2[CH:52]=[CH:53][CH:54]=[CH:55][CH:56]=2)[CH:49]=[CH:48][CH:47]=[CH:46][CH:45]=1. Procedure: To an ice-cooled solution containing the product obtained in Step 1 (3.0 g) and (6R,7R)-7-amino-3-[(2- diphenylmethyloxycarbonyl-5-methyl-s-triazolo[1,5-a]- pyrimidin-7-yl)thiomethyl]-8-oxo-5-thia-1-azabicyclo[4.2.0]oct-2-ene-2-carboxylic acid diphenylmethyl ester (3.75 g) in dichloromethane (100 ml) was added dicyclohexylcarbodiimide (1.54 g), and the mixture was stirred at room temperature. After filtering off the insoluble matters, the filtrate was concentrated under reduced pressure, and the... Product: COC(=O)C(Cc1ccccc1)NC(=O)c1ccc(N2CCC(=O)CC2)cc1. Reaction SMILES: [CH3:18][O:19][C:20]([CH:21]([NH2:22])[CH2:23][c:24]1[cH:25][cH:26][cH:27][cH:28][cH:29]1)=[O:30].[ClH:17].[O:1]=[C:2]1[CH2:3][CH2:4][N:5]([c:8]2[cH:9][cH:10][c:11]([C:12](=[O:13])[OH:14])[cH:15][cH:16]2)[CH2:6][CH2:7]1>>[O:1]=[C:2]1[CH2:3][CH2:4][N:5]([c:8]2[cH:9][cH:10][c:11]([C:12](=[O:14])[NH:22][CH:21]([C:20]([O:19][CH3:18])=[O:30])[CH2:23][c:24]3[cH:25][cH:26][cH:27][cH:28][cH:29]3)[cH:15][cH:16]2)[CH2:6][CH2:7]1. Reactants: COC(=O)C(N)Cc1ccccc1, Cl, O=C1CCN(c2ccc(C(=O)O)cc2)CC1. Reactants: COCCOC, FC(F)(F)c1ccc(CBr)cc1, [H-], [Na+], CCOC(=O)CC(=O)c1ccc(Oc2ccccc2)cc1, O. Yields the product CCOC(=O)C(Cc1ccc(C(F)(F)F)cc1)C(=O)c1ccc(Oc2ccccc2)cc1. RXN SMILES: [CH3:37][O:38][CH2:39][CH2:40][O:41][CH3:42].[F:24][C:25]([c:26]1[cH:27][cH:28][c:29]([CH2:30][Br:31])[cH:32][cH:33]1)([F:34])[F:35].[H-:22].[Na+:23].[O:1]=[C:2]([CH2:3][C:4](=[O:5])[O:6][CH2:7][CH3:8])[c:9]1[cH:10][cH:11][c:12]([O:15][c:16]2[cH:17][cH:18][cH:19][cH:20][cH:21]2)[cH:13][cH:14]1.[OH2:36]>>[O:1]=[C:2]([CH:3]([C:4](=[O:5])[O:6][CH2:7][CH3:8])[CH2:30][c:29]1[cH:28][cH:27][c:26]([C:25]([F:24])([F:34])[F:35])[cH:33][cH:32]1)[c:9]1[cH:10][cH:11][c:12]([O:15][c:16]2[cH:17][cH:18][cH:19][cH:20][cH:21]2)[cH:13][cH:14]1. The reactants are COC(=O)C=1C=C2CC[C@H]3[C@@H]4[C@@H](CC([C@@]4(C)CC[C@@H]3C2=CC1)=O)CCC(=O)NC=1SC(=CN1)C (15β-{3-[(5-methyl-1,3-thiazol-2-yl)amino]-3-oxopropyl}-17-oxoestra-1(10),2,4-triene-3-carboxylic acid methyl ester), [Li+].[OH-] (LiOH), CO (MeOH), [Li+].[OH-] (LiOH), CO (MeOH). Run in O (H2O), O (water), O (H2O), O (H2O). Reaction conditions: temperature 50 celsius, time 2 hour. Product: CC1=CN=C(S1)NC(CC[C@@H]1CC([C@]2(C)[C@@H]1[C@@H]1CCC3=CC(=CC=C3[C@H]1CC2)C(=O)O)=O)=O (15β-{3-[(5-methyl-1,3-thiazol-2-yl)amino]-3-oxopropyl}-17-oxoestra-1(10),2,4-triene-3-carboxylic acid). The yield is 44.1%. As a reaction SMILES: C[O:2][C:3]([C:5]1[CH:6]=[C:7]2[C:20](=[CH:21][CH:22]=1)[C@@H:19]1[C@H:10]([C@H:11]3[C@@:15]([CH2:17][CH2:18]1)([CH3:16])[C:14](=[O:23])[CH2:13][C@H:12]3[CH2:24][CH2:25][C:26]([NH:28][C:29]1[S:30][C:31]([CH3:34])=[CH:32][N:33]=1)=[O:27])[CH2:9][CH2:8]2)=[O:4].[Li+].[OH-].CO>O>[CH3:34][C:31]1[S:30][C:29]([NH:28][C:26](=[O:27])[CH2:25][CH2:24][C@H:12]2[C@H:11]3[C@H:10]4[C@H:19]([CH2:18][CH2:17][C@:15]3([CH3:16])[C:14](=[O:23])[CH2:13]2)[C:20]2[C:7](=[CH:6][C:5]([C:3]([OH:4])=[O:2])=[CH:22][CH:21]=2)[CH2:8][CH2:9]4)=[N:33][CH:32]=1 |f:1.2|. Procedure: 350 mg 15β-{3-[(5-methyl-1,3-thiazol-2-yl)amino]-3-oxopropyl}-17-oxoestra-1(10),2,4-triene-3-carboxylic acid methyl ester and 5 eq LiOH are mixed with 30 ml MeOH and 10 ml H2O and stirred at 50° C. (water bath) for about 4 h. Then a few mg LiOH, 30 ml MeOH and 10 ml H2O were added and the reaction mixture was stirred for another 2 h at 50° C. After reducing the solvents, H2O is added, the reaction mixture is extracted with EtOAc. The combined aquatic layers are acidified with KHSO4aq to pH 2-3, ... The product is O=C1c2cnccc2-c2c1c(Cl)nc1cc(O)ccc21. Reaction SMILES: [Cl:1][c:2]1[n:3][c:4]2[c:5]([c:6]3[c:14]1[C:13](=[O:15])[c:12]1[c:7]-3[cH:8][cH:9][n:10][cH:11]1)[cH:16][cH:17][c:18]([O:20][CH3:21])[cH:19]2.[NH3:28].[OH2:27].[OH2:29].[S:22](=[O:23])(=[O:24])([OH:25])[OH:26]>>[Cl:1][c:2]1[n:3][c:4]2[c:5]([c:6]3[c:14]1[C:13](=[O:15])[c:12]1[c:7]-3[cH:8][cH:9][n:10][cH:11]1)[cH:16][cH:17][c:18]([OH:20])[cH:19]2. Starting materials: COc1ccc2c3c(c(Cl)nc2c1)C(=O)c1cnccc1-3, N, O, O, O=S(=O)(O)O. Reactants: ClC1=CC(=C(C=2C3=C(C(NC12)=O)SC=C3)C3=CC=C(C=C3)C(CC)NC(OC(C)(C)C)=O)OC (tert-butyl 1-(4-(6-chloro-8-methoxy-4-oxo-4,5-dihydrothieno[2,3-c]quinolin-9-yl)phenyl)propylcarbamate), BrB(Br)Br (tribromoborane). The product is Cl.NC(CC)C1=CC=C(C=C1)C=1C=2C3=C(C(NC2C(=CC1O)Cl)=O)SC=C3 (9-(4-(1-aminopropyl)phenyl)-6-chloro-8-hydroxythieno[2,3-c]quinolin-4(5H)-one Hydrochloride). Yield: 71.2%. As a reaction SMILES: [Cl:1][C:2]1[C:11]2[NH:10][C:9](=[O:12])[C:8]3[S:13][CH:14]=[CH:15][C:7]=3[C:6]=2[C:5]([C:16]2[CH:21]=[CH:20][C:19]([CH:22]([NH:25]C(=O)OC(C)(C)C)[CH2:23][CH3:24])=[CH:18][CH:17]=2)=[C:4]([O:33]C)[CH:3]=1.BrB(Br)Br>>[ClH:1].[NH2:25][CH:22]([C:19]1[CH:18]=[CH:17][C:16]([C:5]2[C:6]3[C:7]4[CH:15]=[CH:14][S:13][C:8]=4[C:9](=[O:12])[NH:10][C:11]=3[C:2]([Cl:1])=[CH:3][C:4]=2[OH:33])=[CH:21][CH:20]=1)[CH2:23][CH3:24] |f:2.3|. Reported procedure: Following General Procedure F, tert-butyl 1-(4-(6-chloro-8-methoxy-4-oxo-4,5-dihydrothieno[2,3-c]quinolin-9-yl)phenyl)propylcarbamate (40 mg, 0.08 mmol) was reacted with tribromoborane (1.0 M in methylene chloride, 0.48 mL, 0.48 mmol) to afford the desired product (12 mg, 40%) as a white solid: 1H NMR (500 MHz, MeOD) δ 7.65-7.56 (m, 3H), 7.46-7.39 (m, 2H), 7.30 (s, 1H), 6.02 (d, J=5.4 Hz, 1H), 4.32 (dd, J=9.1, 6.0 Hz, 1H), 2.21-2.02 (m, 2H), 1.03 (t, J=7.4 Hz, 3H); ESI MS m/z 385 [C20H17N2O2S+H]... The reactants are CC(=O)NC(C)C(=O)O, CC(C)CC(NC(=O)C(C)N)C(=O)OCc1ccccc1, CN1CCOCC1, CC(C)COC(=O)Cl, Cl, C1CCOC1. Product: CC(=O)NC(C)C(=O)NC(C)C(=O)NC(CC(C)C)C(=O)OCc1ccccc1. RXN SMILES: [C:1]([CH3:2])(=[O:3])[NH:4][CH:5]([CH3:6])[C:7](=[O:8])[OH:9].[CH2:26]([c:27]1[cH:28][cH:29][cH:30][cH:31][cH:32]1)[O:33][C:34]([CH:35]([NH:36][C:37]([CH:38]([NH2:39])[CH3:40])=[O:41])[CH2:42][CH:43]([CH3:44])[CH3:45])=[O:46].[CH3:10][N:11]1[CH2:12][CH2:13][O:14][CH2:15][CH2:16]1.[Cl:17][C:18]([O:19][CH2:20][CH:21]([CH3:22])[CH3:23])=[O:24].[ClH:25].[O:47]1[CH2:48][CH2:49][CH2:50][CH2:51]1>>[C:1]([CH3:2])(=[O:3])[NH:4][CH:5]([CH3:6])[C:7](=[O:8])[NH:39][CH:38]([C:37]([NH:36][CH:35]([C:34]([O:33][CH2:26][c:27]1[cH:28][cH:29][cH:30][cH:31][cH:32]1)=[O:46])[CH2:42][CH:43]([CH3:44])[CH3:45])=[O:41])[CH3:40]. The reactants are COC1=CC=C(C(=O)N[C@H]2CN(CCC2)C=2N=C(C(=NC2)C(=O)N)NC2=CC=C(C=C2)C2CCNCC2)C=C1 ((R)-5-(3-(4-methoxybenzamido)piperidin-1-yl)-3-(4-(piperidin-4-yl)phenylamino)pyrazine-2-carboxamide), CS(=O)(=O)Cl (methanesulfonyl chloride), CCN(C(C)C)C(C)C (DIEA). Procedure details: Compound 163 (32 mg, 0.056 mmol) was dissolved in 3 mL NMP. To it were added DIEA (60 μL, 0.34 mmol) and then methanesulfonyl chloride (13 μL, 0.17 mmol). The reaction was quenched in 20 m using TFA (0.1 mL). The mixture was directly subjected to reverse phase preparative HPLC to isolate (R)-5-(3-(4-methoxybenzamido)piperidin-1-yl)-3-(4-(1-(methylsulfonyl)piperidin-4-yl)phenylamino)pyrazine-2-carboxamide (173) as HCl salt. MS found for C30H37N7O5S as (M+H)+ 608.2, (M−H)− 606.3. UV: λ=304, 335, 3... The product is COC1=CC=C(C(=O)N[C@H]2CN(CCC2)C=2N=C(C(=NC2)C(=O)N)NC2=CC=C(C=C2)C2CCN(CC2)S(=O)(=O)C)C=C1 ((R)-5-(3-(4-methoxybenzamido)piperidin-1-yl)-3-(4-(1-(methylsulfonyl)piperidin-4-yl)phenylamino)pyrazine-2-carboxamide), Cl (HCl). The solvent is CN1CCCC1=O (NMP). Reaction SMILES: [CH3:1][O:2][C:3]1[CH:39]=[CH:38][C:6]([C:7]([NH:9][C@@H:10]2[CH2:15][CH2:14][CH2:13][N:12]([C:16]3[N:17]=[C:18]([NH:25][C:26]4[CH:31]=[CH:30][C:29]([CH:32]5[CH2:37][CH2:36][NH:35][CH2:34][CH2:33]5)=[CH:28][CH:27]=4)[C:19]([C:22]([NH2:24])=[O:23])=[N:20][CH:21]=3)[CH2:11]2)=[O:8])=[CH:5][CH:4]=1.CCN(C(C)C)C(C)C.[CH3:49][S:50]([Cl:53])(=[O:52])=[O:51]>CN1C(=O)CCC1>[CH3:1][O:2][C:3]1[CH:4]=[CH:5][C:6]([C:7]([NH:9][C@@H:10]2[CH2:15][CH2:14][CH2:13][N:12]([C:16]3[N:17]=[C:18]([NH:25][C:26]4[CH:31]=[CH:30][C:29]([CH:32]5[CH2:37][CH2:36][N:35]([S:50]([CH3:49])(=[O:52])=[O:51])[CH2:34][CH2:33]5)=[CH:28][CH:27]=4)[C:19]([C:22]([NH2:24])=[O:23])=[N:20][CH:21]=3)[CH2:11]2)=[O:8])=[CH:38][CH:39]=1.[ClH:53]. The reactants are C1CCOC1, CO, CC(C)(O)c1ncc(-c2cc(C3CCCO3)c(N)c([N+](=O)[O-])c2)cn1. The product is CC(C)(O)c1ncc(-c2cc(N)c(N)c(C3CCCO3)c2)cn1. As a reaction SMILES: [CH2:26]1[O:27][CH2:28][CH2:29][CH2:30]1.[CH3:31][OH:32].[NH2:1][c:2]1[c:3]([N+:23]([O-:24])=[O:25])[cH:4][c:5](-[c:13]2[cH:14][n:15][c:16]([C:19]([CH3:20])([CH3:21])[OH:22])[n:17][cH:18]2)[cH:6][c:7]1[CH:8]1[O:9][CH2:10][CH2:11][CH2:12]1>>[NH2:1][c:2]1[c:3]([NH2:23])[cH:4][c:5](-[c:13]2[cH:14][n:15][c:16]([C:19]([CH3:20])([CH3:21])[OH:22])[n:17][cH:18]2)[cH:6][c:7]1[CH:8]1[O:9][CH2:10][CH2:11][CH2:12]1.